Dataset: the Open Reaction Database (ORD), a public repository of structured organic reaction records. Task: describe an organic reaction: reactants, conditions, products, and yield The product is N[C@H](CC1=CC=C(C=C1)OC)C(=O)N[C@@H]([C@@H](C)CC)C(=O)N1[C@@H](C(=O)OCC2=CC=CC=C2)CCC1.FC(F)(F)C(=O)O (H-D-Tyr(Me)-L-Ile-D-Pro-OBzl-TFA). Procedure details: Boc-D-Tyr(Me)-L-Ile-D-Pro-OBzl (1.19 g, 2.0 mmol) was dissolved in TFA (5 ml) and left with standing on ice for 30 minutes. On completion of the reaction, TFA was removed by evaporation, and the residue was vacuum-dried to obtain H-D-Tyr(Me)-L-Ile-D-Pro-OBzl-TFA. The compound was dissolved in DMF (4.0 ml), and Boc-L-Ab7-OH (652 mg, 2.0 mmol) was then added. HBTU (1.14 g, 3.0 mmol), HOBt.H2O (306 mg, 2.0 mmol), and triethylamine (1.4 ml, 10 mmol) were further added and stirred for 3 hours under i... Reaction conditions: time 30 minute. As a reaction SMILES: [NH:1](C(OC(C)(C)C)=O)[C@@H:2]([C:12]([NH:14][C@H:15]([C:20]([N:22]1[CH2:36][CH2:35][CH2:34][C@@H:23]1[C:24]([O:26][CH2:27][C:28]1[CH:33]=[CH:32][CH:31]=[CH:30][CH:29]=1)=[O:25])=[O:21])[C@H:16]([CH2:18][CH3:19])[CH3:17])=[O:13])[CH2:3][C:4]1[CH:9]=[CH:8][C:7]([O:10][CH3:11])=[CH:6][CH:5]=1.[C:44]([OH:50])([C:46]([F:49])([F:48])[F:47])=[O:45]>>[NH2:1][C@@H:2]([C:12]([NH:14][C@H:15]([C:20]([N:22]1[CH2:36][CH2:35][CH2:34][C@@H:23]1[C:24]([O:26][CH2:27][C:28]1[CH:29]=[CH:30][CH:31]=[CH:32][CH:33]=1)=[O:25])=[O:21])[C@H:16]([CH2:18][CH3:19])[CH3:17])=[O:13])[CH2:3][C:4]1[CH:9]=[CH:8][C:7]([O:10][CH3:11])=[CH:6][CH:5]=1.[F:47][C:46]([C:44]([OH:50])=[O:45])([F:49])[F:48] |f:2.3|. Starting materials: N([C@H](CC1=CC=C(C=C1)OC)C(=O)N[C@@H]([C@@H](C)CC)C(=O)N1[C@@H](C(=O)OCC2=CC=CC=C2)CCC1)C(=O)OC(C)(C)C (Boc-D-Tyr(Me)-L-Ile-D-Pro-OBzl), C(=O)(C(F)(F)F)O (TFA), C(=O)(C(F)(F)F)O (TFA). The reactants are O=C([O-])[O-], CCOC(=O)C=Cc1ccc(F)cc1C, COc1ccc(C)c(O)c1, CS(C)=O, Cl, [K+], [K+]. Yields the product CCOC(=O)C=Cc1ccc(Oc2cc(OC)ccc2C)cc1C. As a reaction SMILES: [C:26](=[O:27])([O-:28])[O-:29].[CH2:11]([CH3:12])[O:13][C:14]([CH:15]=[CH:16][c:17]1[c:18]([CH3:24])[cH:19][c:20]([F:23])[cH:21][cH:22]1)=[O:25].[CH3:1][O:2][c:3]1[cH:4][cH:5][c:6]([CH3:10])[c:7]([OH:9])[cH:8]1.[CH3:33][S:34]([CH3:35])=[O:36].[ClH:32].[K+:30].[K+:31]>>[CH3:1][O:2][c:3]1[cH:4][cH:5][c:6]([CH3:10])[c:7]([O:9][c:20]2[cH:19][c:18]([CH3:24])[c:17]([CH:16]=[CH:15][C:14]([O:13][CH2:11][CH3:12])=[O:25])[cH:22][cH:21]2)[cH:8]1. Starting materials: [I-].O[C@H](C)[C@@H]1[C@@H]2N(C(=C(C2)C2=C[N+]=3C(S2)=CN(C3)C)C(=O)OCC3=CC=C(C=C3)[N+](=O)[O-])C1=O (4-nitrobenzyl (5R,6S)-6-((1R)-1-hydroxyethyl)-2-(6-methylimidazo[5,1-b]thiazolium-2-yl)-1-carbapen-2-em-3-carboxylate iodide), 1, P(=O)([O-])([O-])[O-] (phosphate). Reagents/catalysts: [Pd] (Pd-C). The solvent is C1CCOC1 (THF). Conditions: time 4 hour. Yields the product O[C@H](C)[C@@H]1[C@@H]2N(C(=C(C2)C2=C[N+]=3C(S2)=CN(C3)C)C(=O)[O-])C1=O ((5R,6S)-6-((1R)-1-hydroxyethyl)-2-(6-methylimidazo[5,1-b]thiazolium-2-yl)-1-carbapen-2-em-3-carboxylate). The yield is 16.7%. As a reaction SMILES: [I-].[OH:2][C@@H:3]([C@H:5]1[C:33](=[O:34])[N:7]2[C:8]([C:20]([O:22]CC3C=CC([N+]([O-])=O)=CC=3)=[O:21])=[C:9]([C:11]3[S:15][C:14]4=[CH:16][N:17]([CH3:19])[CH:18]=[N+:13]4[CH:12]=3)[CH2:10][C@H:6]12)[CH3:4].P([O-])([O-])([O-])=O>C1COCC1.[Pd]>[OH:2][C@@H:3]([C@H:5]1[C:33](=[O:34])[N:7]2[C:8]([C:20]([O-:22])=[O:21])=[C:9]([C:11]3[S:15][C:14]4=[CH:16][N:17]([CH3:19])[CH:18]=[N+:13]4[CH:12]=3)[CH2:10][C@H:6]12)[CH3:4] |f:0.1|. Procedure: To a solution of 58 mg of 4-nitrobenzyl (5R,6S)-6-((1R)-1-hydroxyethyl)-2-(6-methylimidazo[5,1-b]thiazolium-2-yl)-1-carbapen-2-em-3-carboxylate iodide in 2 ml of THF and 2 ml of 1/15 M phosphate buffer (pH 6.8) was added 68 mg of 10% Pd-C. The reactor was purged with hydrogen, and the reaction mixture was stirred at room temperature for 4 hours. The catalyst was collected by filtration on Celite, and washed with water. The filtrate was washed with ethyl acetate, the aqueous layer was purified by... Product: Cl, N=C(N)SCC1=C(c2ccccc2F)CCCC1. Starting materials: CCO, Fc1ccccc1C1=C(CCl)CCCC1, NC(N)=S. RXN SMILES: [CH3:20][CH2:21][OH:22].[Cl:5][CH2:6][C:7]1=[C:8]([c:13]2[c:14]([F:19])[cH:15][cH:16][cH:17][cH:18]2)[CH2:9][CH2:10][CH2:11][CH2:12]1.[NH2:1][C:2]([NH2:3])=[S:4]>>[ClH:5].[NH2:1][C:2](=[NH:3])[S:4][CH2:6][C:7]1=[C:8]([c:13]2[c:14]([F:19])[cH:15][cH:16][cH:17][cH:18]2)[CH2:9][CH2:10][CH2:11][CH2:12]1. Reactants: C(#N)C=1N(C2=CC=C(C=C2C1)C)C(=O)OC(C)(C)C (tert-butyl 2-cyano-5-methyl-1H-indole-1-carboxylate), BrN1C(CCC1=O)=O (N-bromosuccinimide). The reagents and catalysts are CC(C)(C#N)N=NC(C)(C)C#N (AIBN). Run in C(Cl)(Cl)(Cl)Cl (carbon tetrachloride). Product: C(#N)C=1N(C2=CC=C(C=C2C1)CBr)C(=O)OC(C)(C)C (tert-butyl 2-cyano-5-bromomethyl-1H-indole-1-carboxylate). Isolated yield 78.0%. As a reaction SMILES: [C:1]([C:3]1[N:4]([C:13]([O:15][C:16]([CH3:19])([CH3:18])[CH3:17])=[O:14])[C:5]2[C:10]([CH:11]=1)=[CH:9][C:8]([CH3:12])=[CH:7][CH:6]=2)#[N:2].[Br:20]N1C(=O)CCC1=O>C(Cl)(Cl)(Cl)Cl.CC(N=NC(C#N)(C)C)(C#N)C>[C:1]([C:3]1[N:4]([C:13]([O:15][C:16]([CH3:19])([CH3:18])[CH3:17])=[O:14])[C:5]2[C:10]([CH:11]=1)=[CH:9][C:8]([CH2:12][Br:20])=[CH:7][CH:6]=2)#[N:2]. Procedure details: To a stirred solution of 334 mg of tert-butyl 2-cyano-5-methyl-1H-indole-1-carboxylate (1.3 mmol) in carbon tetrachloride (5 mL) was added 232 mg of N-bromosuccinimide (1.3 mmol) and 11 mg of AIBN (0.065 mmol). The mixture was refluxed for 1 h, then cooled and concentrated, and the residues were purified by chromatography on silica gel using hexane-ethyl acetate 20:1 to give 340 mg of tert-butyl 2-cyano-5-bromomethyl-1H-indole-1-carboxylate. 1H NMR (600 MHz, CDCl3): δ 8.22 (d, 1H, J=8.8 Hz), 7.6...